This data is from the Open Reaction Database (ORD), a public repository of structured organic reaction records. The task is: describe an organic reaction: reactants, conditions, products, and yield The reactants are N[C@H]1CN(CC1)C1=NC(=C2N=CN(C2=N1)[C@H]1[C@@H]([C@@H]([C@H](C1)N1N=CC(=N1)CC)O)O)NCC(C1=CC=CC=C1)C1=CC=CC=C1 ((1R,2S,3R,5S)-3-[2-((R)-3-amino-pyrrolidin-1-yl)-6-(2,2-diphenyl-ethylamino)-purin-9-yl]-5-(4-ethyl-[1,2,3]triazol-2-yl)-cyclopentane-1,2-diol), Cl.C1(=CC=CC=C1)C(CNC1=C2N=CN(C2=NC(=N1)N1C[C@@H](CC1)NC(=O)NCC1=NC=CC=C1)[C@H]1[C@@H]([C@@H]([C@H](C1)N1N=C(N=N1)CC)O)O)C1=CC=CC=C1 (1-((R)-1-{6-(2,2-Diphenyl-ethylamino)-9-[(1R,2S,3R,4S)-4-(5-ethyl-tetrazol-2-yl)-2,3-dihydroxy-cyclopentyl]-9H-purin-2-yl}-pyrrolidin-3-yl)-3-pyridin-2-ylmethyl-urea hydrochloride), CN1C=NC(=C1)CN (C-(1-methyl-1H-imidazol-4-yl)-methylamine). Product: Cl.C1(=CC=CC=C1)C(CNC1=C2N=CN(C2=NC(=N1)N1C[C@@H](CC1)NC(=O)NCC=1N=CN(C1)C)[C@H]1[C@@H]([C@@H]([C@H](C1)N1N=CC(=N1)CC)O)O)C1=CC=CC=C1 (1-((R)-1-{6-(2,2-Diphenyl-ethylamino)-9-[(1R,2S,3R,4S)-4-(4-ethyl-[1,2,3]triazol-2-yl)-2,3-dihydroxy-cyclopentyl]-9H-purin-2-yl}-pyrrolidin-3-yl)-3-(1-methyl-1H-imidazol-4-ylmethyl)-urea hydrochloride). Reaction SMILES: [NH2:1][C@@H:2]1[CH2:6][CH2:5][N:4]([C:7]2[N:15]=[C:14]3[C:10]([N:11]=[CH:12][N:13]3[C@@H:16]3[CH2:20][C@H:19]([N:21]4[N:25]=[C:24]([CH2:26][CH3:27])[CH:23]=[N:22]4)[C@@H:18]([OH:28])[C@H:17]3[OH:29])=[C:9]([NH:30][CH2:31][CH:32]([C:39]3[CH:44]=[CH:43][CH:42]=[CH:41][CH:40]=3)[C:33]3[CH:38]=[CH:37][CH:36]=[CH:35][CH:34]=3)[N:8]=2)[CH2:3]1.[ClH:45].C1(C(C2C=CC=CC=2)CNC2N=C(N3CC[C@@H](N[C:70](NCC4C=CC=CN=4)=[O:71])C3)N=C3C=2N=CN3[C@@H]2C[C@H](N3N=NC(CC)=N3)[C@@H](O)[C@H]2O)C=CC=CC=1.[CH3:100][N:101]1[CH:105]=[C:104]([CH2:106][NH2:107])[N:103]=[CH:102]1>>[ClH:45].[C:33]1([CH:32]([C:39]2[CH:40]=[CH:41][CH:42]=[CH:43][CH:44]=2)[CH2:31][NH:30][C:9]2[N:8]=[C:7]([N:4]3[CH2:5][CH2:6][C@@H:2]([NH:1][C:70]([NH:107][CH2:106][C:104]4[N:103]=[CH:102][N:101]([CH3:100])[CH:105]=4)=[O:71])[CH2:3]3)[N:15]=[C:14]3[C:10]=2[N:11]=[CH:12][N:13]3[C@@H:16]2[CH2:20][C@H:19]([N:21]3[N:25]=[C:24]([CH2:26][CH3:27])[CH:23]=[N:22]3)[C@@H:18]([OH:28])[C@H:17]2[OH:29])[CH:34]=[CH:35][CH:36]=[CH:37][CH:38]=1 |f:1.2,4.5|. Procedure details: This compound is prepared from (1R,2S,3R,5S)-3-[2-((R)-3-amino-pyrrolidin-1-yl)-6-(2,2-diphenyl-ethylamino)-purin-9-yl]-5-(4-ethyl-[1,2,3]triazol-2-yl)-cyclopentane-1,2-diol. (Intermediate FC) using a procedure analogous to that of 1-((R)-1-{6-(2,2-diphenyl-ethylamino)-9-[(1R,2S,3R,4S)-4-(5-ethyl-tetrazol-2-yl)-2,3-dihydroxy-cyclopentyl]-9H-purin-2-yl}-pyrrolidin-3-yl)-3-pyridin-2-ylmethyl-urea hydrochloride (Example 113) by replacing 2-aminomethylpyridine with C-(1-methyl-1H-imidazol-4-yl)-meth... The reactants are N1N=CC(=C1)C1=CC2=C(C=3N=C(SC3CCO2)C(=O)O)C=C1 (8-(1H-Pyrazol-4-yl)-4,5-dihydro-6-oxa-3-thia-1-aza-benzo[e]azulene-2-carboxylic acid), CN(C(C)=O)[C@H]1CNCC1 ((R)—N-methyl-N-(pyrrolidin-3-yl)acetamide). Yields the product CN(C(C)=O)[C@H]1CN(CC1)C(=O)C=1SC=2CCOC3=C(C2N1)C=CC(=C3)C=3C=NNC3 (N-Methyl-N-{(R)-1-[8-(1H-pyrazol-4-yl)-4,5-dihydro-6-oxa-3-thia-1-aza-benzo[e]azulene-2-carbonyl]-pyrrolidin-3-yl}-acetamide). As a reaction SMILES: [NH:1]1[CH:5]=[C:4]([C:6]2[CH:22]=[CH:21][C:9]3[C:10]4[N:11]=[C:12]([C:18](O)=[O:19])[S:13][C:14]=4[CH2:15][CH2:16][O:17][C:8]=3[CH:7]=2)[CH:3]=[N:2]1.[CH3:23][N:24]([C@@H:28]1[CH2:32][CH2:31][NH:30][CH2:29]1)[C:25](=[O:27])[CH3:26]>>[CH3:23][N:24]([C@@H:28]1[CH2:32][CH2:31][N:30]([C:18]([C:12]2[S:13][C:14]3[CH2:15][CH2:16][O:17][C:8]4[CH:7]=[C:6]([C:4]5[CH:3]=[N:2][NH:1][CH:5]=5)[CH:22]=[CH:21][C:9]=4[C:10]=3[N:11]=2)=[O:19])[CH2:29]1)[C:25](=[O:27])[CH3:26]. Procedure details: Following the procedure for 103, 8-(1H-Pyrazol-4-yl)-4,5-dihydro-6-oxa-3-thia-1-aza-benzo[e]azulene-2-carboxylic acid (50.0 mg, 0.2 mmol) was reacted with (R)—N-methyl-N-(pyrrolidin-3-yl)acetamide (1.2 equiv) to give 180 (24.3 mg, M+1 438.1) Starting materials: CCOC(C)=O, Cl, CC(C)(C)OC(=O)N1CCC(=O)C(F)C1, C1COCCO1. Product: Cl, O=C1CCNCC1F. RXN SMILES: [CH3:23][CH2:24][O:25][C:26]([CH3:27])=[O:28].[ClH:16].[F:1][CH:2]1[CH2:3][N:4]([C:9]([O:10][C:11]([CH3:12])([CH3:13])[CH3:14])=[O:15])[CH2:5][CH2:6][C:7]1=[O:8].[O:17]1[CH2:18][CH2:19][O:20][CH2:21][CH2:22]1>>[ClH:16].[F:1][CH:2]1[CH2:3][NH:4][CH2:5][CH2:6][C:7]1=[O:8]. Starting materials: NCCN1C(S\C(\C1=O)=C/C=1C=C2C=NN(C2=CC1)CC1=C(C=C(C=C1)Cl)C(F)(F)F)=O (3-(2-aminoethyl)-(5Z)-5-({1-[4-chloro-2-(trifluoromethyl)benzyl]-1H-indazol-5-yl}methylidene)-1,3-thiazolidine-2,4-dione), ClS(=O)(=O)C1=CC=C(O1)C(=O)OC (methyl 5-(chlorosulfonyl)-2-furoate). The product is ClC1=CC(=C(CN2N=CC3=CC(=CC=C23)\C=C/2\C(N(C(S2)=O)CCNS(=O)(=O)C2=CC=C(O2)C(=O)OC)=O)C=C1)C(F)(F)F (Methyl 5-({2-[(5Z)-5-({1-[4-Chloro-2-(trifluoromethyl)benzyl]-1H-indazol-5-yl}methylidene)-2,4-dioxo-1,3-thiazolidin-3-yl]ethyl}sulfamoyl)furan-2-carboxylate). RXN SMILES: [NH2:1][CH2:2][CH2:3][N:4]1[C:8](=[O:9])/[C:7](=[CH:10]/[C:11]2[CH:12]=[C:13]3[C:17](=[CH:18][CH:19]=2)[N:16]([CH2:20][C:21]2[CH:26]=[CH:25][C:24]([Cl:27])=[CH:23][C:22]=2[C:28]([F:31])([F:30])[F:29])[N:15]=[CH:14]3)/[S:6][C:5]1=[O:32].Cl[S:34]([C:37]1[O:41][C:40]([C:42]([O:44][CH3:45])=[O:43])=[CH:39][CH:38]=1)(=[O:36])=[O:35]>>[Cl:27][C:24]1[CH:25]=[CH:26][C:21]([CH2:20][N:16]2[C:17]3[C:13](=[CH:12][C:11](/[CH:10]=[C:7]4/[C:8](=[O:9])[N:4]([CH2:3][CH2:2][NH:1][S:34]([C:37]5[O:41][C:40]([C:42]([O:44][CH3:45])=[O:43])=[CH:39][CH:38]=5)(=[O:35])=[O:36])[C:5](=[O:32])[S:6]/4)=[CH:19][CH:18]=3)[CH:14]=[N:15]2)=[C:22]([C:28]([F:30])([F:29])[F:31])[CH:23]=1. Procedure details: Methyl 5-({2-[(5Z)-5-({1-[4-Chloro-2-(trifluoromethyl)benzyl]-1H-indazol-5-yl}methylidene)-2,4-dioxo-1,3-thiazolidin-3-yl]ethyl}sulfamoyl)furan-2-carboxylate was prepared from 3-(2-aminoethyl)-(5Z)-5-({1-[4-chloro-2-(trifluoromethyl)benzyl]-1H-indazol-5-yl}methylidene)-1,3-thiazolidine-2,4-dione (from Example 49) and methyl 5-(chlorosulfonyl)-2-furoate following General Procedure U. Starting materials: C1CCOC1, CCOC(C)=O, N#Cc1ccc(Sc2cccc(CO)c2)cn1, CC(=O)c1ccc(O)c(C)c1O, c1ccc(P(c2ccccc2)c2ccccc2)cc1. Product: CC(=O)c1ccc(OCc2cccc(Sc3ccc(C#N)nc3)c2)c(C)c1O. Reaction SMILES: [CH2:49]1[O:50][CH2:51][CH2:52][CH2:53]1.[CH3:54][CH2:55][O:56][C:57](=[O:58])[CH3:59].[OH:20][CH2:21][c:22]1[cH:23][c:24]([S:28][c:29]2[cH:30][cH:31][c:32]([C:35]#[N:36])[n:33][cH:34]2)[cH:25][cH:26][cH:27]1.[OH:37][c:38]1[c:39]([C:46]([CH3:47])=[O:48])[cH:40][cH:41][c:42]([OH:45])[c:43]1[CH3:44].[c:1]1([P:2]([c:3]2[cH:4][cH:5][cH:6][cH:7][cH:8]2)[c:9]2[cH:10][cH:11][cH:12][cH:13][cH:14]2)[cH:15][cH:16][cH:17][cH:18][cH:19]1>>[O:20]([CH2:21][c:22]1[cH:23][c:24]([S:28][c:29]2[cH:30][cH:31][c:32]([C:35]#[N:36])[n:33][cH:34]2)[cH:25][cH:26][cH:27]1)[c:42]1[cH:41][cH:40][c:39]([C:46]([CH3:47])=[O:48])[c:38]([OH:37])[c:43]1[CH3:44]. The reactants are [OH-].[Na+] (sodium hydroxide), CC1=CC=C(C=C1)CN1C(C2=C3C(C=CC=C13)=CC=C2)=S (1-[(4-methylphenyl)methyl]benz[cd]indole-2(1H)-thione), N1(C=NC=C1)CCCN (1H-imidazole-1-propanamine), mercuric acetate. The solvent is C(C)O (ethyl alcohol). Product: CC1=CC=C(C=C1)CN1C(C2=C3C(C=CC=C13)=CC=C2)=NCCCN2C=NC=C2 (N-[1-[(4-Methylphenyl)methyl]benz[cd]indol-2(1H)ylidene]-1H-imidazole-1-propanamine). Reaction SMILES: [CH3:1][C:2]1[CH:7]=[CH:6][C:5]([CH2:8][N:9]2[C:17]3[C:12]4[C:13](=[CH:18][CH:19]=[CH:20][C:11]=4[C:10]2=S)[CH:14]=[CH:15][CH:16]=3)=[CH:4][CH:3]=1.[N:22]1([CH2:27][CH2:28][CH2:29][NH2:30])[CH:26]=[CH:25][N:24]=[CH:23]1.[OH-].[Na+]>C(O)C>[CH3:1][C:2]1[CH:7]=[CH:6][C:5]([CH2:8][N:9]2[C:17]3[C:12]4[C:13](=[CH:18][CH:19]=[CH:20][C:11]=4[C:10]2=[N:30][CH2:29][CH2:28][CH2:27][N:22]2[CH:26]=[CH:25][N:24]=[CH:23]2)[CH:14]=[CH:15][CH:16]=3)=[CH:4][CH:3]=1 |f:2.3|. Procedure: A mixture of 2.5 g of 1-[(4-methylphenyl)methyl]benz[cd]indole-2(1H)-thione (Ca) and 1.2 g of 1H-imidazole-1-propanamine in 200 ml of ethyl alcohol is stirred and heated. A 2.7 g portion of mercuric acetate is added, the mixture is stirred at reflux for 6 hours, cooled to room temperature and treated with 2N sodium hydroxide (pH 9). After filtering the solution through diatomaceous earth, the reaction is concentrated in vacuo. The resulting oil is dissolved in dichloromethane, washed neutral wit... Reactants: C(\C=C\C1=CC(OC)=C(O)C=C1)(=O)O (Ferulic acid). Reagents/catalysts: [C].[Pd] (palladium carbon). Run in CO (methanol). Product: OC1=C(C=C(C=C1)CCC(=O)O)OC (3-(4-hydroxy-3-methoxyphenyl)propionic acid). The yield is 95.5%. Reaction SMILES: [C:1]([OH:14])(=[O:13])/[CH:2]=[CH:3]/[C:4]1[CH:12]=[CH:11][C:9]([OH:10])=[C:6]([O:7][CH3:8])[CH:5]=1>CO.[C].[Pd]>[OH:10][C:9]1[CH:11]=[CH:12][C:4]([CH2:3][CH2:2][C:1]([OH:14])=[O:13])=[CH:5][C:6]=1[O:7][CH3:8] |f:2.3|. Procedure: 20.0 g of Ferulic acid was dissolved in 250 ml of methanol and subjected to catalytic reduction under normal pressure for 3 hours in the presence of 10% palladium carbon catalyst (50% wet type). After removing the catalyst by filtration, the resulting filtrate was concentrated to collect precipitated crystals by filtration, thereby obtaining 19.3 g of 3-(4-hydroxy-3-methoxyphenyl)propionic acid. Starting materials: CN1C(=CC=C1)C(=O)O (1-methyl-1H-pyrrole-2-carboxylic acid), NC=1C=C(OC=2C=CC=3N(N2)C=C(N3)NC(=O)C3CC3)C=CC1 (N-[6-(3-aminophenoxy)imidazo[1,2-b]pyridazin-2-yl]cyclopropylcarboxamide), CN(C=O)C (N,N-dimethylformamide), C(C(=O)Cl)(=O)Cl (oxalyl chloride). Run in CN(C(C)=O)C (N,N-dimethylacetamide), O1CCCC1 (tetrahydrofuran). Yields the product C1(CC1)C(=O)NC=1N=C2N(N=C(C=C2)OC=2C=C(C=CC2)NC(=O)C=2N(C=CC2)C)C1 (N-[3-({2-[(cyclopropylcarbonyl)amino]imidazo[1,2-b]pyridazin-6-yl}oxy)phenyl]-1-methyl-1H-pyrrole-2-carboxamide). The yield is 49.1%. RXN SMILES: [CH3:1][N:2]1[CH:6]=[CH:5][CH:4]=[C:3]1[C:7]([OH:9])=O.CN(C)C=O.C(Cl)(=O)C(Cl)=O.[NH2:21][C:22]1[CH:23]=[C:24]([CH:41]=[CH:42][CH:43]=1)[O:25][C:26]1[CH:27]=[CH:28][C:29]2[N:30]([CH:32]=[C:33]([NH:35][C:36]([CH:38]3[CH2:40][CH2:39]3)=[O:37])[N:34]=2)[N:31]=1>CN(C)C(=O)C.O1CCCC1>[CH:38]1([C:36]([NH:35][C:33]2[N:34]=[C:29]3[CH:28]=[CH:27][C:26]([O:25][C:24]4[CH:23]=[C:22]([NH:21][C:7]([C:3]5[N:2]([CH3:1])[CH:6]=[CH:5][CH:4]=5)=[O:9])[CH:43]=[CH:42][CH:41]=4)=[N:31][N:30]3[CH:32]=2)=[O:37])[CH2:39][CH2:40]1. Procedure: Using 1-methyl-1H-pyrrole-2-carboxylic acid (97 mg, 0.78 mmol), tetrahydrofuran (4.0 mL), N,N-dimethylformamide (30 μL, 0.39 mmol), oxalyl chloride (135 μL, 1.55 mmol), N-[6-(3-aminophenoxy)imidazo[1,2-b]pyridazin-2-yl]cyclopropylcarboxamide (200 mg, 0.65 mmol) and N,N-dimethylacetamide (4.0 mL), and in the same manner as in Example 119, the title compound (133 mg, 49%) was obtained as a white powder. Reactants: BrC=1C=CC2=C(C(CO2)=O)C1 (5-bromo-3-(2H)-benzofuranone), C(#N)C=P(C1=CC=CC=C1)(C1=CC=CC=C1)C1=CC=CC=C1 (cyanomethylene triphenylphosphorane), [PH5] (phosphorane). Solvent: C=1(C(=CC=CC1)C)C (xylene). Reaction conditions: time 12 hour. The product is BrC=1C=CC2=C(C(=CO2)CC#N)C1 (5-Bromo-3-(cyanomethyl)benzofuran). RXN SMILES: [Br:1][C:2]1[CH:3]=[CH:4][C:5]2[O:9][CH2:8][C:7](=O)[C:6]=2[CH:11]=1.[C:12]([CH:14]=P(C1C=CC=CC=1)(C1C=CC=CC=1)C1C=CC=CC=1)#[N:13].[PH5]>C1(C)C(C)=CC=CC=1>[Br:1][C:2]1[CH:3]=[CH:4][C:5]2[O:9][CH:8]=[C:7]([CH2:14][C:12]#[N:13])[C:6]=2[CH:11]=1. Procedure details: A suspension of 5-bromo-3-(2H)-benzofuranone (4.26 g) and cyanomethylene triphenylphosphorane (9.06 g) in dry xylene (100 ml) was heated at reflux for 24 h . A further quantity of the phosphorane (450 mg) was added and heating continued for a further period of 12 h. On cooling to ambient temperature the brown coloured suspension was evaporated to dryness in vacuo. Chromatography of the residue using dichloromethane:hexane (1:3) as eluant afforded a cream coloured product. Recrystallization (from... The reactants are O=C([O-])[O-], CC#N, O=c1c(Cl)c(Cl)cnn1C1CCCCO1, [K+], [K+], Oc1ccccc1. The product is O=c1c(Cl)c(Oc2ccccc2)cnn1C1CCCCO1. As a reaction SMILES: [C:16](=[O:17])([O-:18])[O-:19].[CH3:29][C:30]#[N:31].[Cl:1][c:2]1[c:3](=[O:15])[n:4]([CH:9]2[O:10][CH2:11][CH2:12][CH2:13][CH2:14]2)[n:5][cH:6][c:7]1[Cl:8].[K+:20].[K+:21].[OH:22][c:23]1[cH:24][cH:25][cH:26][cH:27][cH:28]1>>[Cl:1][c:2]1[c:3](=[O:15])[n:4]([CH:9]2[O:10][CH2:11][CH2:12][CH2:13][CH2:14]2)[n:5][cH:6][c:7]1[O:22][c:23]1[cH:24][cH:25][cH:26][cH:27][cH:28]1.